Dataset: the Open Reaction Database (ORD), a public repository of structured organic reaction records. Task: describe an organic reaction: reactants, conditions, products, and yield Starting materials: CCOC(=O)CBr, CCOC(=O)c1ccc(C#Cc2ccc3c(c2)C(C)(C)CCC3=O)cc1, [Zn], c1ccccc1. Yields the product CCOC(=O)CC1(O)CCC(C)(C)c2cc(C#Cc3ccc(C(=O)OCC)cc3)ccc21. RXN SMILES: [Br:1][CH2:2][C:3](=[O:4])[O:5][CH2:6][CH3:7].[CH3:8][C:9]1([CH3:33])[CH2:10][CH2:11][C:12](=[O:32])[c:13]2[cH:14][cH:15][c:16]([C:19]#[C:20][c:21]3[cH:22][cH:23][c:24]([C:25](=[O:26])[O:27][CH2:28][CH3:29])[cH:30][cH:31]3)[cH:17][c:18]21.[Zn:40].[cH:34]1[cH:35][cH:36][cH:37][cH:38][cH:39]1>>[CH2:2]([C:3](=[O:4])[O:5][CH2:6][CH3:7])[C:12]1([OH:32])[CH2:11][CH2:10][C:9]([CH3:8])([CH3:33])[c:18]2[c:13]1[cH:14][cH:15][c:16]([C:19]#[C:20][c:21]1[cH:22][cH:23][c:24]([C:25](=[O:26])[O:27][CH2:28][CH3:29])[cH:30][cH:31]1)[cH:17]2. Starting materials: C[Si](C)(C)C#CC=1C=C(C=NC1)C1N(CCC1)C (5-Trimethylsilylethynyl-3-(1-methyl-2-pyrrolidinyl)pyridine), C([O-])([O-])=O.[Cs+].[Cs+] (cesium carbonate). The solvent is CO (methanol). Yields the product C(#C)C=1C=C(C=NC1)C1N(CCC1)C (5-ethynyl-3-(1-methyl-2-pyrrolidinyl)pyridine). As a reaction SMILES: C[Si]([C:5]#[C:6][C:7]1[CH:8]=[C:9]([CH:13]2[CH2:17][CH2:16][CH2:15][N:14]2[CH3:18])[CH:10]=[N:11][CH:12]=1)(C)C.C(=O)([O-])[O-].[Cs+].[Cs+]>CO>[C:6]([C:7]1[CH:8]=[C:9]([CH:13]2[CH2:17][CH2:16][CH2:15][N:14]2[CH3:18])[CH:10]=[N:11][CH:12]=1)#[CH:5] |f:1.2.3|. Procedure: Repeating the procedure of Example 16, but using trimethylsilylacetylene in place of phenylacetylene, 5-ethynyl-3-(1-methyl-2-pyrrolidinyl)pyridine and the fumarate derivative thereof were obtained as follows. 5-Trimethylsilylethynyl-3-(1-methyl-2-pyrrolidinyl)pyridine (516 mg, 2 mmol) and cesium carbonate (200 mg, 0.6 mmol) were dissolved in methanol (10 mL) and heated under reflux for 5 h. After cooling the solvents were removed in vacuo and the residue dissolved in ethyl acetate (40 mL) and w... Yields the product C(CC)NC1COC2=CC(=CC=C2C1)OS(=O)(=O)C(F)(F)F (Trifluoro-methanesulfonic acid 3-propylamino-chroman-7-yl ester). The solvent is ClCCl (dichloromethane). Run at time 3 hour. RXN SMILES: C(OC([N:8]([CH2:27][CH2:28][CH3:29])[CH:9]1[CH2:18][C:17]2[C:12](=[CH:13][C:14]([O:19][S:20]([C:23]([F:26])([F:25])[F:24])(=[O:22])=[O:21])=[CH:15][CH:16]=2)[O:11][CH2:10]1)=O)(C)(C)C.FC(F)(F)C(O)=O>ClCCl>[CH2:27]([NH:8][CH:9]1[CH2:18][C:17]2[C:12](=[CH:13][C:14]([O:19][S:20]([C:23]([F:25])([F:26])[F:24])(=[O:22])=[O:21])=[CH:15][CH:16]=2)[O:11][CH2:10]1)[CH2:28][CH3:29]. Reported procedure: Trifluoro-methanesulfonic acid 3-(tert-butoxycarbonyl-propyl-amino)-chroman-7-yl ester (2.1 g, 4.78 mmol) was dissolved in dichloromethane (30 ml). Trifluoroacetic acid (3 ml) was added and the reaction mixture was stirred at room temperature for 3 hours. The reaction mixture was evaporated to dryness. Dichloromethane was added (twice) and the reaction mixture was evaporated to dryness to give the product (2.6 g, 65% purity). Starting materials: C(C)(C)(C)OC(=O)N(C1COC2=CC(=CC=C2C1)OS(=O)(=O)C(F)(F)F)CCC (Trifluoro-methanesulfonic acid 3-(tert-butoxycarbonyl-propyl-amino)-chroman-7-yl ester), FC(C(=O)O)(F)F (Trifluoroacetic acid). Reactants: CN(C)C=O, Cc1c(-n2ccnc2)n(CCCCCC=O)c2ccccc12, ClC(Cl)Cl, O=[Cr](=O)([O-])O[Cr](=O)(=O)[O-], c1cc[nH+]cc1, c1cc[nH+]cc1. Product: Cc1c(-n2ccnc2)n(CCCCCC(=O)O)c2ccccc12. RXN SMILES: [CH3:44][N:45]([CH3:46])[CH:47]=[O:48].[CH:1](=[O:2])[CH2:3][CH2:4][CH2:5][CH2:6][CH2:7][n:8]1[c:9](-[n:18]2[cH:19][n:20][cH:21][cH:22]2)[c:10]([CH3:17])[c:11]2[cH:12][cH:13][cH:14][cH:15][c:16]12.[CH:49]([Cl:50])([Cl:51])[Cl:52].[Cr:23](=[O:24])([O:25][Cr:26]([O-:27])(=[O:28])=[O:29])([O-:30])=[O:31].[nH+:32]1[cH:33][cH:34][cH:35][cH:36][cH:37]1.[nH+:38]1[cH:39][cH:40][cH:41][cH:42][cH:43]1>>[C:1](=[O:2])([CH2:3][CH2:4][CH2:5][CH2:6][CH2:7][n:8]1[c:9](-[n:18]2[cH:19][n:20][cH:21][cH:22]2)[c:10]([CH3:17])[c:11]2[cH:12][cH:13][cH:14][cH:15][c:16]12)[OH:24]. Starting materials: COC1=CC=C(C(=O)NC=2C(=CC=CC2)NC(=O)C2CCNCC2)C=C1 (N1-(4-methoxybenzoyl)-N2-(piperidin-4-ylcarbonyl)-1,2-benzenediamine), C(C)(=O)NC1=CC=C(C=O)C=C1 (4-acetamidobenzaldehyde). Product: COC1=CC=C(C(=O)NC=2C(=CC=CC2)NC(=O)C2CCN(CC2)CC2=CC=C(C=C2)NC(C)=O)C=C1 (N1-(4-Methoxybenzoyl)-N2-[1-(4-acetamidobenzyl)piperidin-4-ylcarbonyl]-1,2-benzenediamine). RXN SMILES: [CH3:1][O:2][C:3]1[CH:26]=[CH:25][C:6]([C:7]([NH:9][C:10]2[C:11]([NH:16][C:17]([CH:19]3[CH2:24][CH2:23][NH:22][CH2:21][CH2:20]3)=[O:18])=[CH:12][CH:13]=[CH:14][CH:15]=2)=[O:8])=[CH:5][CH:4]=1.[C:27]([NH:30][C:31]1[CH:38]=[CH:37][C:34]([CH:35]=O)=[CH:33][CH:32]=1)(=[O:29])[CH3:28]>>[CH3:1][O:2][C:3]1[CH:4]=[CH:5][C:6]([C:7]([NH:9][C:10]2[C:11]([NH:16][C:17]([CH:19]3[CH2:20][CH2:21][N:22]([CH2:35][C:34]4[CH:33]=[CH:32][C:31]([NH:30][C:27](=[O:29])[CH3:28])=[CH:38][CH:37]=4)[CH2:23][CH2:24]3)=[O:18])=[CH:12][CH:13]=[CH:14][CH:15]=2)=[O:8])=[CH:25][CH:26]=1. Reported procedure: Using the general procedure described in Example 3, N1-(4-methoxybenzoyl)-N2-(piperidin-4-ylcarbonyl)-1,2-benzenediamine (0.045 mmol) was reacted with 4-acetamidobenzaldehyde to provide 23 mg of the title product as the free base. Treatment with hydrochloric acid and concentration in vacuo yielded the salt of the title compound.